This data is from the Open Reaction Database (ORD), a public repository of structured organic reaction records. The task is: describe an organic reaction: reactants, conditions, products, and yield Starting materials: ClC1=C(C=C(C=C1)C)N=C=S (2-chloro-5-methylphenylisothiocyanate), C(C)(=O)NN (acetylhydrazine). Run in C1CCOC1 (THF). Product: C(C)(=O)NNC(=S)NC1=C(C=CC(=C1)C)Cl (1-acetyl-4-(2-chloro-5-methylphenyl)-3-thiosemicarbazide). As a reaction SMILES: [Cl:1][C:2]1[CH:7]=[CH:6][C:5]([CH3:8])=[CH:4][C:3]=1[N:9]=[C:10]=[S:11].[C:12]([NH:15][NH2:16])(=[O:14])[CH3:13]>C1COCC1>[C:12]([NH:15][NH:16][C:10]([NH:9][C:3]1[CH:4]=[C:5]([CH3:8])[CH:6]=[CH:7][C:2]=1[Cl:1])=[S:11])(=[O:14])[CH3:13]. Procedure details: One tenth mole, 18.3 g., of 2-chloro-5-methylphenylisothiocyanate and 11.0 g. (0.15 mole) of acetylhydrazine were refluxed for 7 hours in 500 ml. of THF. After cooling, the insoluble product was collected by filtration. The crude product was collected by filtration. The crude product was washed with water, filtered and dried. The yield was 25 g. of 1-acetyl-4-(2-chloro-5-methylphenyl)-3-thiosemicarbazide, m.p. about 145°-157°C.